Task: describe an organic reaction: reactants, conditions, products, and yield. Dataset: the Open Reaction Database (ORD), a public repository of structured organic reaction records Reactants: Cl.C(CCC)C=1N(C2=C(C=NC=3C=CC=CC23)N1)N (2-butyl-1H-imidazo[4,5-c]quinolin-1-amine hydrochloride), C(C1=CC=CC=C1)=O (benzaldehyde). Solvent: C(C)(C)O (isopropanol). Yields the product C(C1=CC=CC=C1)=NN1C(=NC=2C=NC=3C=CC=CC3C21)CCCC (N-benzylidene(2-butyl-1H-imidazo[4,5-c]quinolin-1-yl)amine). Yield: 96.2%. As a reaction SMILES: Cl.[CH2:2]([C:6]1[N:7]([NH2:19])[C:8]2[C:17]3[CH:16]=[CH:15][CH:14]=[CH:13][C:12]=3[N:11]=[CH:10][C:9]=2[N:18]=1)[CH2:3][CH2:4][CH3:5].[CH:20](=O)[C:21]1[CH:26]=[CH:25][CH:24]=[CH:23][CH:22]=1>C(O)(C)C>[CH:20](=[N:19][N:7]1[C:8]2[C:17]3[CH:16]=[CH:15][CH:14]=[CH:13][C:12]=3[N:11]=[CH:10][C:9]=2[N:18]=[C:6]1[CH2:2][CH2:3][CH2:4][CH3:5])[C:21]1[CH:26]=[CH:25][CH:24]=[CH:23][CH:22]=1 |f:0.1|. Procedure: A solution of 2-butyl-1H-imidazo[4,5-c]quinolin-1-amine hydrochloride (503 mg, 1.82 mmol) in 10 mL of isopropanol was treated with benzaldehyde (220 μL, 2.17 mmol) and 200 mg of DOWEX W50-X1 acid resin. The reaction mixture was heated to reflux overnight. The reaction mixture was filtered, and the filtrate was treated with 0.5 mL of triethylamine and concentrated under reduced pressure. The resulting oil was dissolved in 75 mL of CH2Cl2 and washed with saturated NaHCO3 solution, H2O and brine. T... Starting materials: NC1=CC=C(CC2=NC=3N(C(N(C(C3N2)=O)CC2=C(C=CC=C2)F)=O)CCCC)C=C1 (8-(4-amino-benzyl)-3-butyl-1-(2-fluoro-benzyl)-3,7-dihydro-purine-2,6-dione), C1(=CC=CC2=CC=CC=C12)S(=O)(=O)Cl (naphthalene-1-sulfonyl chloride). Product: C(CCC)N1C(N(C(C=2NC(=NC12)CC1=CC=C(C=C1)NS(=O)(=O)C1=CC=CC2=CC=CC=C12)=O)CC1=C(C=CC=C1)F)=O (N-{4-[3-Butyl-1-(2-fluoro-benzyl)-2,6-dioxo-2,3,6,7-tetrahydro-1H-purin-8-ylmethyl]-phenyl}-1-naphthalenesulfonamide). As a reaction SMILES: [NH2:1][C:2]1[CH:31]=[CH:30][C:5]([CH2:6][C:7]2[NH:15][C:14]3[C:13](=[O:16])[N:12]([CH2:17][C:18]4[CH:23]=[CH:22][CH:21]=[CH:20][C:19]=4[F:24])[C:11](=[O:25])[N:10]([CH2:26][CH2:27][CH2:28][CH3:29])[C:9]=3[N:8]=2)=[CH:4][CH:3]=1.[C:32]1([S:42](Cl)(=[O:44])=[O:43])[C:41]2[C:36](=[CH:37][CH:38]=[CH:39][CH:40]=2)[CH:35]=[CH:34][CH:33]=1>>[CH2:26]([N:10]1[C:9]2[N:8]=[C:7]([CH2:6][C:5]3[CH:4]=[CH:3][C:2]([NH:1][S:42]([C:32]4[C:41]5[C:36](=[CH:37][CH:38]=[CH:39][CH:40]=5)[CH:35]=[CH:34][CH:33]=4)(=[O:44])=[O:43])=[CH:31][CH:30]=3)[NH:15][C:14]=2[C:13](=[O:16])[N:12]([CH2:17][C:18]2[CH:23]=[CH:22][CH:21]=[CH:20][C:19]=2[F:24])[C:11]1=[O:25])[CH2:27][CH2:28][CH3:29]. Reported procedure: Prepared from 8-(4-amino-benzyl)-3-butyl-1-(2-fluoro-benzyl)-3,7-dihydro-purine-2,6-dione and naphthalene-1-sulfonyl chloride. Purity (ELSD, based on MW=611.7)=81%. The reactants are C1(CCCCC1)CCC[C@H](CC(=O)OC(C)(C)C)C1=NC(=NO1)CNC (tert-butyl(3R)-6-cyclohexyl-3-{3-[(methylamino)methyl]-1,2,4-oxadiazol-5-yl}hexanoate), BrCC(=O)OCC (ethyl bromoacetate). The product is C1(CCCCC1)CCC[C@H](CC(=O)OC(C)(C)C)C1=NC(=NO1)CN(C)CC(=O)OCC (tert-butyl(3R)-6-cyclohexyl-3-(3-{[(2-ethoxy-2-oxoethyl) (methyl)amino]methyl}-1,2,4-oxadiazol-5-yl)hexanoate). As a reaction SMILES: [CH:1]1([CH2:7][CH2:8][CH2:9][C@@H:10]([C:19]2[O:23][N:22]=[C:21]([CH2:24][NH:25][CH3:26])[N:20]=2)[CH2:11][C:12]([O:14][C:15]([CH3:18])([CH3:17])[CH3:16])=[O:13])[CH2:6][CH2:5][CH2:4][CH2:3][CH2:2]1.Br[CH2:28][C:29]([O:31][CH2:32][CH3:33])=[O:30]>>[CH:1]1([CH2:7][CH2:8][CH2:9][C@@H:10]([C:19]2[O:23][N:22]=[C:21]([CH2:24][N:25]([CH2:28][C:29]([O:31][CH2:32][CH3:33])=[O:30])[CH3:26])[N:20]=2)[CH2:11][C:12]([O:14][C:15]([CH3:18])([CH3:17])[CH3:16])=[O:13])[CH2:2][CH2:3][CH2:4][CH2:5][CH2:6]1. Reported procedure: Method as for preparation 106 using tert-butyl(3R)-6-cyclohexyl-3-{3-[(methylamino)methyl]-1,2,4-oxadiazol-5-yl}hexanoate (preparation 5) (1.50 g, 4.10 mmol) and ethyl bromoacetate (460 μl, 4.10 mmol) as starting materials. Starting materials: Cl.ClC1CCCC=2C=CC=NC12 (8-chloro-5,6,7,8-tetrahydroquinoline hydrochloride), [Cl-].[Na+] (sodium chloride), aqueous solution, CNC (dimethylamine), [OH-].[Na+] (sodium hydroxide). The product is CN(C1CCCC=2C=CC=NC12)C (N,N-dimethyl-5,6,7,8-tetrahydro-8-quinolinamine). As a reaction SMILES: Cl.Cl[CH:3]1[C:12]2[N:11]=[CH:10][CH:9]=[CH:8][C:7]=2[CH2:6][CH2:5][CH2:4]1.[CH3:13][NH:14][CH3:15].[Cl-].[Na+].[OH-].[Na+]>>[CH3:13][N:14]([CH3:15])[CH:3]1[C:12]2[N:11]=[CH:10][CH:9]=[CH:8][C:7]=2[CH2:6][CH2:5][CH2:4]1 |f:0.1,3.4,5.6|. Procedure: 4.08 g of 8-chloro-5,6,7,8-tetrahydroquinoline hydrochloride of Example 1 were mixed with stirring for 75 minutes in 20 ml of a 40% aqueous solution of dimethylamine and the mixture was heated for 1 hour at 65° C. ±2° C., then allowed to cool to ambient temperature. The reaction medium was saturated with sodium chloride and 0.3 ml of 2N sodium hydroxide were added. After extracting with ether, the extracts were washed with water, dried, and the solvent was eliminated under reduced pressure to ob... Product: C1(=CC=CC=C1)N1CCN(CC1)CCCSC1=CC(=NC=C1)CSC1=CC=NC=C1 (4-[3-(4-Phenyl-1-piperazinyl)propylthio]-2-[(4-pyridinylthio)methyl]pyridine). Isolated yield 79.0%. Reaction SMILES: Cl[CH2:2][CH2:3][CH2:4][S:5][C:6]1[CH:11]=[CH:10][N:9]=[C:8]([CH2:12][S:13][C:14]2[CH:19]=[CH:18][N:17]=[CH:16][CH:15]=2)[C:7]=1C.[C:21]1([N:27]2[CH2:32][CH2:31][NH:30][CH2:29][CH2:28]2)[CH:26]=[CH:25][CH:24]=[CH:23][CH:22]=1.C(=O)([O-])[O-].[K+].[K+]>>[C:21]1([N:27]2[CH2:32][CH2:31][N:30]([CH2:2][CH2:3][CH2:4][S:5][C:6]3[CH:11]=[CH:10][N:9]=[C:8]([CH2:12][S:13][C:14]4[CH:15]=[CH:16][N:17]=[CH:18][CH:19]=4)[CH:7]=3)[CH2:29][CH2:28]2)[CH:26]=[CH:25][CH:24]=[CH:23][CH:22]=1 |f:2.3.4|. Procedure: According to the procedure indicated in Example 7, reaction of 4-(3-chloropropylthio)-3-methyl-2-[(4-pyridinylthio)methyl]pyridine with 1-phenylpiperazine and potassium carbonate and subsequent chromatography on silica gel gives, after crystallization from diisopropyl ether, the title compound; m.p. from 210° C. (dec.); yield 79% of theory. Reactants: ClCCCSC1=C(C(=NC=C1)CSC1=CC=NC=C1)C (4-(3-chloropropylthio)-3-methyl-2-[(4-pyridinylthio)methyl]pyridine), C1(=CC=CC=C1)N1CCNCC1 (1-phenylpiperazine), C([O-])([O-])=O.[K+].[K+] (potassium carbonate). The reactants are FC(C=1C=C(C=CC1F)B1OC(C(O1)(C)C)(C)C)F (2-(3-difluoromethyl-4-fluoro-phenyl)-4,4,5,5-tetramethyl-[1,3,2]dioxaborolane), ClC=1C(=C(N=NC1)N1C=NC=C1)C (5-chloro-3-imidazol-1-yl-methyl-pyridazine). The product is Cl.FC(C=1C=C(C=CC1F)C=1C(=C(N=NC1)N1C=NC=C1)C)F (5-(3-Difluoromethyl-4-fluoro-phenyl)-3-imidazol-1-yl-methyl-pyridazine hydrochloride). Reaction SMILES: [F:1][CH:2]([F:19])[C:3]1[CH:4]=[C:5](B2OC(C)(C)C(C)(C)O2)[CH:6]=[CH:7][C:8]=1[F:9].[Cl:20][C:21]1[C:22]([CH3:32])=[C:23]([N:27]2[CH:31]=[CH:30][N:29]=[CH:28]2)[N:24]=[N:25][CH:26]=1>>[ClH:20].[F:19][CH:2]([F:1])[C:3]1[CH:4]=[C:5]([C:21]2[C:22]([CH3:32])=[C:23]([N:27]3[CH:31]=[CH:30][N:29]=[CH:28]3)[N:24]=[N:25][CH:26]=2)[CH:6]=[CH:7][C:8]=1[F:9] |f:2.3|. Procedure details: The title compound, MS: m/e=305.2 (M+H+), was prepared from 2-(3-difluoromethyl-4-fluoro-phenyl)-4,4,5,5-tetramethyl-[1,3,2]dioxaborolane and 5-chloro-3-imidazol-1-yl-methyl-pyridazine. Reactants: CNC (dimethylamine), Cl.ClCCC1N(C(N(C1)CC)=N)C1=CC=CC=C1 (4-(2-chloroethyl)-1-ethyl-2-imino-3-phenylimidazolidine hydrochloride), steel. Run in C(C)O (ethanol). The product is Cl.Cl.C(C)N1C(N(C(C1)CCN(C)C)C1=CC=CC=C1)N (1-Ethyl-2-amino-4-(2-dimethylaminoethyl)-3-phenylimidazolidine Dihydrochloride). As a reaction SMILES: [CH3:1][NH:2][CH3:3].[ClH:4].[Cl:5][CH2:6][CH2:7][CH:8]1[CH2:12][N:11]([CH2:13][CH3:14])[C:10](=[NH:15])[N:9]1[C:16]1[CH:21]=[CH:20][CH:19]=[CH:18][CH:17]=1>C(O)C>[ClH:5].[ClH:4].[CH2:13]([N:11]1[CH2:12][CH:8]([CH2:7][CH2:6][N:2]([CH3:3])[CH3:1])[N:9]([C:16]2[CH:21]=[CH:20][CH:19]=[CH:18][CH:17]=2)[CH:10]1[NH2:15])[CH3:14] |f:1.2,4.5.6|. Reported procedure: To a 9.4 g (0.21 mole) of dimethylamine in 200 ml ethanol was added 20 g (0.0695 mole) of 4-(2-chloroethyl)-1-ethyl-2-imino-3-phenylimidazolidine hydrochloride and the solution heated to 100° C. in a steel bomb for 18 hours. The contents were concentrated on the rotary evaporator and the resulting residue partitioned between chloroform and dilute NaOH. The chloroform solution was concentrated and the residue dissolved in isobutyl methyl ketone which was acidified with ethereal HCl. The resulting... Starting materials: O (Water), FC=1C=NC=CC1[N+](=O)[O-] (3-fluoro-4-nitropyridine), N[C@H](CO)C ((S)-2-aminopropane-1-ol), C([O-])([O-])=O.[K+].[K+] (potassium carbonate). Run in CN(C)C=O (DMF). Reaction conditions: temperature 60 celsius, time 2 hour. Yields the product [N+](=O)([O-])C1=C(C=NC=C1)N[C@H](CO)C ((S)-2-(4-nitropyridin-3-ylamino)propane-1-ol). Isolated yield 83.6%. RXN SMILES: F[C:2]1[CH:3]=[N:4][CH:5]=[CH:6][C:7]=1[N+:8]([O-:10])=[O:9].[NH2:11][C@@H:12]([CH3:15])[CH2:13][OH:14].C(=O)([O-])[O-].[K+].[K+].O>CN(C=O)C>[N+:8]([C:7]1[CH:6]=[CH:5][N:4]=[CH:3][C:2]=1[NH:11][C@@H:12]([CH3:15])[CH2:13][OH:14])([O-:10])=[O:9] |f:2.3.4|. Reported procedure: A mixture of 3-fluoro-4-nitropyridine (0.400 mL, 4.05 mmol), (S)-2-aminopropane-1-ol (0.347 mL, 4.46 mmol) and potassium carbonate (0.616 g, 4.46 mmol) in DMF (5.0 mL) was stirred at 60° C. for 2 h. Water was added and the mixture stirred at room temperature to afford a precipitate. The mixture was filtered to afford an orange solid. The filtrate was extracted with dichloromethane. The organic extracts were washed with brine, dried over anhydrous sodium sulfate, filtrate, and concentrated to aff...